The task is: describe an organic reaction: reactants, conditions, products, and yield. This data is from the Open Reaction Database (ORD), a public repository of structured organic reaction records. Starting materials: CC(=O)[O-], CC(=O)[O-], CCOC(=O)C1CCNCC1, COc1ccccc1B(O)O, ClCCl, [Cu+2], c1ccncc1. Yields the product CCOC(=O)C1CCN(c2ccccc2OC)CC1. As a reaction SMILES: [C:32]([O-:33])(=[O:34])[CH3:35].[C:37]([O-:38])(=[O:39])[CH3:40].[CH2:1]([CH3:2])[O:3][C:4](=[O:5])[CH:6]1[CH2:7][CH2:8][NH:9][CH2:10][CH2:11]1.[CH3:12][O:13][c:14]1[c:15]([B:20]([OH:21])[OH:22])[cH:16][cH:17][cH:18][cH:19]1.[Cl:29][CH2:30][Cl:31].[Cu+2:36].[cH:23]1[cH:24][cH:25][n:26][cH:27][cH:28]1>>[CH2:1]([CH3:2])[O:3][C:4](=[O:5])[CH:6]1[CH2:7][CH2:8][N:9]([c:15]2[c:14]([O:13][CH3:12])[cH:19][cH:18][cH:17][cH:16]2)[CH2:10][CH2:11]1. Starting materials: CC1CNC(C)CN1, CC(C)O, CCN(C(C)C)C(C)C, Cc1c[nH]c2ncnc(Cl)c12. The product is Cc1c[nH]c2ncnc(N3CC(C)NCC3C)c12. Reaction SMILES: [CH3:1][CH:2]1[NH:3][CH2:4][CH:5]([CH3:8])[NH:6][CH2:7]1.[CH:29]([OH:30])([CH3:31])[CH3:32].[CH:9]([N:10]([CH2:11][CH3:12])[CH:13]([CH3:14])[CH3:15])([CH3:16])[CH3:17].[Cl:18][c:19]1[c:20]2[c:21]([n:22][cH:23][n:24]1)[nH:25][cH:26][c:27]2[CH3:28]>>[CH3:1][CH:2]1[N:3]([c:19]2[c:20]3[c:21]([n:22][cH:23][n:24]2)[nH:25][cH:26][c:27]3[CH3:28])[CH2:4][CH:5]([CH3:8])[NH:6][CH2:7]1.